describe an organic reaction: reactants, conditions, products, and yield From a dataset of the Open Reaction Database (ORD), a public repository of structured organic reaction records. The reactants are C(=O)(O)CC1=C(C(=O)O)C=CC(=C1)F (2-carboxymethyl-4-fluoro-benzoic acid), NC(=O)N (urea). Yields the product FC=1C=C2CC(NC(C2=CC1)=O)=O (6-fluoroisoquinoline-1,3(2H,4H)-dione). The yield is 96.7%. RXN SMILES: [C:1]([CH2:4][C:5]1[CH:13]=[C:12]([F:14])[CH:11]=[CH:10][C:6]=1[C:7](O)=[O:8])(O)=[O:2].[NH2:15]C(N)=O>>[F:14][C:12]1[CH:13]=[C:5]2[C:6](=[CH:10][CH:11]=1)[C:7](=[O:8])[NH:15][C:1](=[O:2])[CH2:4]2. Procedure: An amount of 200 mg (1.01 mmol) of 2-carboxymethyl-4-fluoro-benzoic acid and urea (72.47 mg, 1.22 mmol) were heated neat at 180-190° C. for 45 min. The mixture is cooled to room temperature followed by recrystallization from water and anhydrous ether to give 175 mg (80% yield) of brown solid. MS (ESI) m/z 179.15 (M+1). Starting materials: CON(C(=O)C1C(C1)C1=CC=C(C=C1)Cl)C (2-(4-chloro-phenyl)-cyclopropanecarboxylic acid methoxy-methyl-amide), O (water), [OH-].[Na+] (NaOH). The solvent is CO (MeOH). Product: ClC1=CC=C(C=C1)C1C(C1)C(=O)O (2-(4-chloro-phenyl)-cyclopropanecarboxylic acid). Reaction SMILES: CON(C)[C:4]([CH:6]1[CH2:8][CH:7]1[C:9]1[CH:14]=[CH:13][C:12]([Cl:15])=[CH:11][CH:10]=1)=[O:5].[OH2:17].[OH-].[Na+]>CO>[Cl:15][C:12]1[CH:13]=[CH:14][C:9]([CH:7]2[CH2:8][CH:6]2[C:4]([OH:17])=[O:5])=[CH:10][CH:11]=1 |f:2.3|. Procedure details: A mixture of 2-(4-chloro-phenyl)-cyclopropanecarboxylic acid methoxy-methyl-amide (9.6 g), water (20 mL), and NaOH (3.2 g) in MeOH (40 mL) was refluxed for 3 h. The reaction mixture was cooled down to room temperature and concentrated in vacuo. The residue was acidified by 6 N HCl followed by extraction with CH2Cl2. The organic layer was washed with brine, dried over MgSO4 and concentrated in vacuo to give the title compound (7.3 g). Reactants: C1(=CC=CC=C1)C(C(=O)[O-])C(=O)O.[Na+] (mono-sodium phenylmalonate), NC1[C@@H]2N(C(=C(CS2)C)C(=O)O)C1=O (7-amino-3-methyl-3-cephem4-carboxylic acid). Yields the product C(=O)(O)C(C(=O)NC1[C@@H]2N(C(=C(CS2)C)C(=O)O)C1=O)C1=CC=CC=C1 (7-(α-Carboxyphenylacetamido)-3-methyl-3-cephem-4-carboxylic acid). RXN SMILES: [C:1]1([CH:7]([C:11]([OH:13])=[O:12])[C:8]([O-:10])=O)[CH:6]=[CH:5][CH:4]=[CH:3][CH:2]=1.[Na+].[NH2:15][CH:16]1[C:27](=[O:28])[N:18]2[C:19]([C:24]([OH:26])=[O:25])=[C:20]([CH3:23])[CH2:21][S:22][C@H:17]12>>[C:11]([CH:7]([C:1]1[CH:2]=[CH:3][CH:4]=[CH:5][CH:6]=1)[C:8]([NH:15][CH:16]1[C:27](=[O:28])[N:18]2[C:19]([C:24]([OH:26])=[O:25])=[C:20]([CH3:23])[CH2:21][S:22][C@H:17]12)=[O:10])([OH:13])=[O:12] |f:0.1|. Procedure: The process was carried out in the same manner as in Example 21 using 2.2 g of mono-sodium phenylmalonate and 2.14 g of 7-amino-3-methyl-3-cephem4-carboxylic acid. 7-(α-Carboxyphenylacetamido)-3-methyl-3-cephem-4-carboxylic acid was afforded in a yield of 2.1 g (56%). Starting materials: CN(C)C=O, CCN(C(C)C)C(C)C, Cc1cc(F)c([N+](=O)[O-])cc1Cl, CC(C)(C)OC(=O)N1CCC(N)CC1. Product: Cc1cc(NC2CCN(C(=O)OC(C)(C)C)CC2)c([N+](=O)[O-])cc1Cl. RXN SMILES: [CH3:36][N:37]([CH3:38])[CH:39]=[O:40].[CH:27]([N:28]([CH:29]([CH3:30])[CH3:31])[CH2:32][CH3:33])([CH3:34])[CH3:35].[Cl:1][c:2]1[c:3]([CH3:12])[cH:4][c:5]([F:11])[c:6]([N+:8](=[O:9])[O-:10])[cH:7]1.[NH2:13][CH:14]1[CH2:15][CH2:16][N:17]([C:20](=[O:21])[O:22][C:23]([CH3:24])([CH3:25])[CH3:26])[CH2:18][CH2:19]1>>[Cl:1][c:2]1[c:3]([CH3:12])[cH:4][c:5]([NH:13][CH:14]2[CH2:15][CH2:16][N:17]([C:20](=[O:21])[O:22][C:23]([CH3:24])([CH3:25])[CH3:26])[CH2:18][CH2:19]2)[c:6]([N+:8](=[O:9])[O-:10])[cH:7]1. Starting materials: ClC=1C(=NC=CC1OC1=C(C=C(C=C1)NC(=O)C=1C(N(N(C1C)C)C1=CC=CC=C1)=O)F)C(=O)N (3-chloro-4-(4-(1,5-dimethyl-3-oxo-2-phenyl-2,3-dihydro-1H-pyrazole-4-carboxamido)-2-fluorophenoxy)picolinamide), CC#N (CH3CN), C(C)(=O)O.C(C)(=O)O.IC1=CC=CC=C1 (iodobenzene diacetate). Solvent: CCOC(=O)C (EtOAc), O (H2O). Conditions: temperature 0 celsius, time 30 minute. Yields the product NC1=NC=CC(=C1Cl)OC1=C(C=C(C=C1)NC(=O)C=1C(N(N(C1C)C)C1=CC=CC=C1)=O)F (N-(4-((2-amino-3-chloropyridin-4-yl)oxy)-3-fluorophenyl)-1,5-dimethyl-3-oxo-2-phenyl-2,3-dihydro-1H-pyrazole-4-carboxamide). Isolated yield 70.6%. RXN SMILES: [Cl:1][C:2]1[C:3](C(N)=O)=[N:4][CH:5]=[CH:6][C:7]=1[O:8][C:9]1[CH:14]=[CH:13][C:12]([NH:15][C:16]([C:18]2[C:19](=[O:31])[N:20]([C:25]3[CH:30]=[CH:29][CH:28]=[CH:27][CH:26]=3)[N:21]([CH3:24])[C:22]=2[CH3:23])=[O:17])=[CH:11][C:10]=1[F:32].C(O)(=O)C.C(O)(=O)C.IC1C=CC=CC=1.CC#[N:53]>CCOC(C)=O.O>[NH2:53][C:3]1[C:2]([Cl:1])=[C:7]([O:8][C:9]2[CH:14]=[CH:13][C:12]([NH:15][C:16]([C:18]3[C:19](=[O:31])[N:20]([C:25]4[CH:30]=[CH:29][CH:28]=[CH:27][CH:26]=4)[N:21]([CH3:24])[C:22]=3[CH3:23])=[O:17])=[CH:11][C:10]=2[F:32])[CH:6]=[CH:5][N:4]=1 |f:1.2.3|. Reported procedure: To a suspension of 3-chloro-4-(4-(1,5-dimethyl-3-oxo-2-phenyl-2,3-dihydro-1H-pyrazole-4-carboxamido)-2-fluorophenoxy)picolinamide (437 mg, 0.88 mmol) in EtOAc (5 mL), CH3CN (5 mL) and H2O (2.5 mL) was added iodobenzene diacetate (341 mg, 1.06 mmol) at 0° C. The reaction was stirred at 0° C. for 30 minutes, then warmed up to rt and continued to stir for 3 hours. The mixture was concentrated in vacuo, and the residue was purified by a silica gel column chromatography (PE/EtOAc (v/v)=1/3) to give t... Starting materials: CI, CN(C)C=O, [Cl-], [H-], [NH4+], [Na+], COC(=O)C(Sc1ccccc1)c1cccc(Oc2ccccc2)c1. Product: COC(=O)C(C)(Sc1ccccc1)c1cccc(Oc2ccccc2)c1. Reaction SMILES: [CH3:28][I:29].[CH3:32][N:33]([CH3:34])[CH:35]=[O:36].[Cl-:30].[H-:26].[NH4+:31].[Na+:27].[c:1]1([S:7][CH:8]([C:9](=[O:10])[O:11][CH3:12])[c:13]2[cH:14][c:15]([O:19][c:20]3[cH:21][cH:22][cH:23][cH:24][cH:25]3)[cH:16][cH:17][cH:18]2)[cH:2][cH:3][cH:4][cH:5][cH:6]1>>[c:1]1([S:7][C:8]([C:9](=[O:10])[O:11][CH3:12])([c:13]2[cH:14][c:15]([O:19][c:20]3[cH:21][cH:22][cH:23][cH:24][cH:25]3)[cH:16][cH:17][cH:18]2)[CH3:28])[cH:2][cH:3][cH:4][cH:5][cH:6]1. Starting materials: CC(C)(C)OC(=O)N1CCCC1C(N)=O, CCOCC, ClCCl, Cl, COc1ccc(C=C(C#N)c2cc(OC)c(OC)c(OC)c2)cc1N, C1COCCO1. Yields the product Cl, COc1ccc(C=C(C#N)c2cc(OC)c(OC)c(OC)c2)cc1N, NC(=O)C1CCCN1. As a reaction SMILES: [C:1]([O:2][C:3]([CH3:4])([CH3:5])[CH3:6])(=[O:7])[N:8]1[CH:9]([C:10](=[O:11])[NH2:12])[CH2:13][CH2:14][CH2:15]1.[CH3:48][CH2:49][O:50][CH2:51][CH3:52].[Cl:53][CH2:54][Cl:55].[ClH:41].[NH2:16][c:17]1[cH:18][c:19]([CH:25]=[C:26]([C:27]#[N:28])[c:29]2[cH:30][c:31]([O:39][CH3:40])[c:32]([O:37][CH3:38])[c:33]([O:35][CH3:36])[cH:34]2)[cH:20][cH:21][c:22]1[O:23][CH3:24].[O:42]1[CH2:43][CH2:44][O:45][CH2:46][CH2:47]1>>[ClH:41].[NH2:16][c:17]1[cH:18][c:19]([CH:25]=[C:26]([C:27]#[N:28])[c:29]2[cH:30][c:31]([O:39][CH3:40])[c:32]([O:37][CH3:38])[c:33]([O:35][CH3:36])[cH:34]2)[cH:20][cH:21][c:22]1[O:23][CH3:24].[NH:8]1[CH:9]([C:10](=[O:11])[NH2:12])[CH2:13][CH2:14][CH2:15]1. Reactants: C(#N)[BH3-].[Na+] (sodium cyanoborohydride), [Na].NC1C(N(C2=C(CCCC1)C=CC=C2)CC(=O)O)=O (3-amino-1-carboxymethyl-1,3,4,5,6,7-hexahydro-1-benzazonin-2-one sodium salt), C(C1=CC=CC=C1)CC(C(=O)OCC)=O (ethyl benzylpyruvate), Cl (hydrochloric acid). Solvent: CO (methanol), C(C)(=O)O (acetic acid), CO (methanol). Run at time 18 hour. Product: C(=O)(O)CN1C(C(CCCCC2=C1C=CC=C2)NC(CCC2=CC=CC=C2)C(=O)OCC)=O (1-carboxymethyl-3-(1-ethoxycarbonyl-3-phenylpropylamino)-1,3,4,5,6,7-hexahydro-1-benzazonin-2-one). RXN SMILES: [Na].[NH2:2][CH:3]1[CH2:11][CH2:10][CH2:9][CH2:8][C:7]2[CH:12]=[CH:13][CH:14]=[CH:15][C:6]=2[N:5]([CH2:16][C:17]([OH:19])=[O:18])[C:4]1=[O:20].[CH2:21]([CH2:28][C:29](=O)[C:30]([O:32][CH2:33][CH3:34])=[O:31])[C:22]1[CH:27]=[CH:26][CH:25]=[CH:24][CH:23]=1.C([BH3-])#N.[Na+].Cl>C(O)(=O)C.CO>[C:17]([CH2:16][N:5]1[C:6]2[CH:15]=[CH:14][CH:13]=[CH:12][C:7]=2[CH2:8][CH2:9][CH2:10][CH2:11][CH:3]([NH:2][CH:29]([C:30]([O:32][CH2:33][CH3:34])=[O:31])[CH2:28][CH2:21][C:22]2[CH:23]=[CH:24][CH:25]=[CH:26][CH:27]=2)[C:4]1=[O:20])([OH:19])=[O:18] |f:0.1,3.4,^1:0|. Procedure details: A solution of 3-amino-1-carboxymethyl-1,3,4,5,6,7-hexahydro-1-benzazonin-2-one sodium salt (13.2 g) and ethyl benzylpyruvate (30 g) in acetic acid (100 ml) and methanol (75 ml) is stirred at room temperature under an atmosphere of dry nitrogen for one hour. A solution of sodium cyanoborohydride (3.5 g) in methanol (30 ml) is then added dropwise during 4 hours. The reaction mixture is stirred at room temperature for 18 hours. Concentrated hydrochloric acid (10 ml) is added dropwise and the reacti... Starting materials: FC(COC1=C(C=CC(=C1)OC=1C=NC=CC1)CC(=O)OC)(F)F (methyl 2-(2,2,2-trifluoroethoxy)-4-(3-pyridyloxy)phenylacetate), O (water), O[Li].O (LiOH.H2O), Cl (HCl). The solvent is C1CCOC1 (THF). Reaction conditions: time 14 hour. Product: FC(COC1=C(C=CC(=C1)OC=1C=NC=CC1)CC(=O)O)(F)F (2-(2,2,2-trifluoro-ethoxy)-4-(3-pyridyloxy)-phenylacetic acid). As a reaction SMILES: [F:1][C:2]([F:24])([F:23])[CH2:3][O:4][C:5]1[CH:10]=[C:9]([O:11][C:12]2[CH:13]=[N:14][CH:15]=[CH:16][CH:17]=2)[CH:8]=[CH:7][C:6]=1[CH2:18][C:19]([O:21]C)=[O:20].O.O[Li].O.Cl>C1COCC1>[F:24][C:2]([F:1])([F:23])[CH2:3][O:4][C:5]1[CH:10]=[C:9]([O:11][C:12]2[CH:13]=[N:14][CH:15]=[CH:16][CH:17]=2)[CH:8]=[CH:7][C:6]=1[CH2:18][C:19]([OH:21])=[O:20] |f:2.3|. Reported procedure: To a stirred solution of methyl 2-(2,2,2-trifluoroethoxy)-4-(3-pyridyloxy)phenylacetate (0.45 g, 1.3 mmol) from Step 2 above in THF (4 mL) and water (1 mL) was added LiOH.H2O (0.065 g, 1.5 mmol). The mixture was stirred at ambient temperature for 14 h. The solution was adjusted to pH 3 by the addition of 5 N aqueous HCl and the solvents were removed under reduced pressure. The residue was purified by pressurized silica gel column chromatography using a gradient elution of 0-20% MeOH:CH2Cl2 to gi... Starting materials: FC1=CC=C(C=C1)N1N=NC(=C1/C=C/C=1SC(=C(N1)C)C(=O)O)C (2-{(E)-2-[3-(4-fluoro-phenyl)-5-methyl-3H-[1,2,3]triazol-4-yl]-vinyl}-4-methyl-thiazole-5-carboxylic acid), C(C)(C)N (isopropylamine). The product is C(C)(C)NC(=O)C1=C(N=C(S1)\C=C\C=1N(N=NC1C)C1=CC=C(C=C1)F)C (2-{(E)-2-[3-(4-Fluoro-phenyl)-5-methyl-3H-[1,2,3]triazol-4-yl]-vinyl}-4-methyl-thiazole-5-carboxylic acid isopropylamide). Isolated yield 71.0%. RXN SMILES: [F:1][C:2]1[CH:7]=[CH:6][C:5]([N:8]2[C:12](/[CH:13]=[CH:14]/[C:15]3[S:16][C:17]([C:21]([OH:23])=O)=[C:18]([CH3:20])[N:19]=3)=[C:11]([CH3:24])[N:10]=[N:9]2)=[CH:4][CH:3]=1.[CH:25]([NH2:28])([CH3:27])[CH3:26]>>[CH:25]([NH:28][C:21]([C:17]1[S:16][C:15](/[CH:14]=[CH:13]/[C:12]2[N:8]([C:5]3[CH:6]=[CH:7][C:2]([F:1])=[CH:3][CH:4]=3)[N:9]=[N:10][C:11]=2[CH3:24])=[N:19][C:18]=1[CH3:20])=[O:23])([CH3:27])[CH3:26]. Reported procedure: As described for example 8c, 2-{(E)-2-[3-(4-fluoro-phenyl)-5-methyl-3H-[1,2,3]triazol-4-yl]-vinyl}-4-methyl-thiazole-5-carboxylic acid (72 mg, 0.21 mmol), was converted, using isopropylamine instead of 4-aminotetrahydropyran, to the title compound (57 mg, 71%) which was obtained as an off white solid. MS: m/e=386.4 [M+H]+.